Dataset: the Open Reaction Database (ORD), a public repository of structured organic reaction records. Task: describe an organic reaction: reactants, conditions, products, and yield Reactants: CCOC(=O)c1noc2cc(O)ccc12, CN1CCCC1=O, Clc1ccnc(Cl)n1, ClCCl, [K+], [K+], [K+], O=C(O)CC(O)(CC(=O)O)C(=O)O, O=P([O-])([O-])[O-]. Product: CCOC(=O)c1noc2cc(Oc3ccnc(Cl)n3)ccc12. As a reaction SMILES: [CH2:9]([CH3:10])[O:11][C:12](=[O:13])[c:14]1[n:15][o:16][c:17]2[c:18]1[cH:19][cH:20][c:21]([OH:23])[cH:22]2.[CH3:32][N:33]1[CH2:34][CH2:35][CH2:36][C:37]1=[O:38].[Cl:1][c:2]1[n:3][cH:4][cH:5][c:6]([Cl:8])[n:7]1.[Cl:39][CH2:40][Cl:41].[K+:29].[K+:30].[K+:31].[OH:42][C:43]([CH2:44][C:45]([C:46](=[O:47])[OH:48])([CH2:49][C:50](=[O:51])[OH:52])[OH:53])=[O:54].[P:24]([O-:25])([O-:26])([O-:27])=[O:28]>>[Cl:1][c:2]1[n:3][cH:4][cH:5][c:6]([O:23][c:21]2[cH:20][cH:19][c:18]3[c:14]([C:12]([O:11][CH2:9][CH3:10])=[O:13])[n:15][o:16][c:17]3[cH:22]2)[n:7]1. Reactants: CC(NC(=O)OC(C)(C)C)C(=O)NC(CO)c1ccccn1, Cl, C1COCCO1. The product is CC(N)C(=O)NC(CO)c1ccccn1. Reaction SMILES: [C:1]([O:2][C:3](=[O:4])[NH:7][CH:8]([CH3:9])[C:10]([NH:11][CH:12]([CH2:13][OH:14])[c:15]1[n:16][cH:17][cH:18][cH:19][cH:20]1)=[O:21])([CH3:5])([CH3:6])[CH3:22].[ClH:23].[O:24]1[CH2:25][CH2:26][O:27][CH2:28][CH2:29]1>>[NH2:7][CH:8]([CH3:9])[C:10]([NH:11][CH:12]([CH2:13][OH:14])[c:15]1[n:16][cH:17][cH:18][cH:19][cH:20]1)=[O:21]. The product is BrC1=C(C=C(C=O)C=C1)F (4-Bromo-3-fluorobenzaldehyde). Reported procedure: To a well-stirred mixture of 4-bromo-3-fluorobenzyl alcohol (as described in Example 9, Step B) (10.25 g, 0.05 mol), TEMPO (0.781 g, 0.005 mol) and tetrabutylammonium fluoride (1.39 g, 0.005 mol) in CH2Cl2 (200 mL) and a solution of 0.5M NaHCO3/0.05M K2CO3 (200 mL) was added N-chlorosuccinimide (9.35 g, 0.07 mol). After 6 hrs, the layers were separated, the aqueous layer back-washed with CH2Cl2 (2×50 mL), the organics combined and dried (Na2SO4). The solution was filtered, concentrated to half i... Reactants: BrC1=C(C=C(CO)C=C1)F (4-Bromo-3-fluorobenzyl Alcohol), CC1(CCCC(N1[O])(C)C)C (TEMPO), [F-].C(CCC)[N+](CCCC)(CCCC)CCCC (tetrabutylammonium fluoride), C(=O)(O)[O-].[Na+] (NaHCO3), ClN1C(CCC1=O)=O (N-chlorosuccinimide). As a reaction SMILES: [Br:1][C:2]1[CH:9]=[CH:8][C:5]([CH2:6][OH:7])=[CH:4][C:3]=1[F:10].CC1(C)N([O])C(C)(C)CCC1.[F-].C([N+](CCCC)(CCCC)CCCC)CCC.C([O-])(O)=O.[Na+].ClN1C(=O)CCC1=O>C(Cl)Cl>[Br:1][C:2]1[CH:9]=[CH:8][C:5]([CH:6]=[O:7])=[CH:4][C:3]=1[F:10] |f:2.3,4.5,^1:14|. Run in C(Cl)Cl (CH2Cl2). Conditions: time 6 hour. Starting materials: [BH4-].[Na+] (NaBH4), FC(OC1=C(C2=CC=CC=C2C=C1)C=O)F (2-(difluoromethoxy)-1-naphthaldehyde). Run in CCO (EtOH), O (H2O). Yields the product FC(OC1=C(C2=CC=CC=C2C=C1)CO)F ((2-(difluoromethoxy)naphthalen-1-yl)methanol). The yield is 38.4%. As a reaction SMILES: [BH4-].[Na+].[F:3][CH:4]([F:18])[O:5][C:6]1[CH:15]=[CH:14][C:13]2[C:8](=[CH:9][CH:10]=[CH:11][CH:12]=2)[C:7]=1[CH:16]=[O:17]>CCO.O>[F:3][CH:4]([F:18])[O:5][C:6]1[CH:15]=[CH:14][C:13]2[C:8](=[CH:9][CH:10]=[CH:11][CH:12]=2)[C:7]=1[CH2:16][OH:17] |f:0.1|. Procedure: NaBH4 (255 mg, 6.73 mmol) was added to a suspension of 2-(difluoromethoxy)-1-naphthaldehyde (0.997 g, 4.49 mmol) in EtOH (29.9 mL). After 3 h the mixture was diluted with H2O, extracted with EtOAc, the combined extracts were washed with brine (200 mL), dried over Na2SO4, filtered, and the filtrate concentrated to give a residue that was purified by silica gel chromatography to provide (2-(difluoromethoxy)naphthalen-1-yl)methanol (387 mg, 39%) as an orange solid. The reactants are CC(C#N)(O[Si](C)(C)C)C12CC3CC(CC(C3)C1)C2, O=C([O-])O, [K+], C1CCOC1. The product is CC(O)(C#N)C12CC3CC(CC(C3)C1)C2. RXN SMILES: [C:1](#[N:2])[C:3]([CH3:4])([O:5][Si:6]([CH3:7])([CH3:8])[CH3:9])[C:10]12[CH2:11][CH:12]3[CH2:13][CH:14]([CH2:15][CH:16]([CH2:17]1)[CH2:18]3)[CH2:19]2.[C:20](=[O:21])([O-:22])[OH:23].[K+:24].[O:25]1[CH2:26][CH2:27][CH2:28][CH2:29]1>>[C:1](#[N:2])[C:3]([CH3:4])([OH:5])[C:10]12[CH2:11][CH:12]3[CH2:13][CH:14]([CH2:15][CH:16]([CH2:17]1)[CH2:18]3)[CH2:19]2. Starting materials: C[O-], COC(=O)c1ccc(Cl)c(CSC)c1F, [Na+], C1CCOC1, O. Product: COC(=O)c1ccc(Cl)c(CSC)c1OC. As a reaction SMILES: [CH3:16][O-:17].[Cl:1][c:2]1[c:3]([CH2:13][S:14][CH3:15])[c:4]([F:12])[c:5]([C:6](=[O:7])[O:8][CH3:9])[cH:10][cH:11]1.[Na+:18].[O:20]1[CH2:21][CH2:22][CH2:23][CH2:24]1.[OH2:19]>>[Cl:1][c:2]1[c:3]([CH2:13][S:14][CH3:15])[c:4]([O:17][CH3:16])[c:5]([C:6](=[O:7])[O:8][CH3:9])[cH:10][cH:11]1.